Dataset: the Open Reaction Database (ORD), a public repository of structured organic reaction records. Task: describe an organic reaction: reactants, conditions, products, and yield Starting materials: CC1(C=2C=CC(=CC2C(CC1)(C)C)C1=C(C=CC(=C1)C1=CC=C(C=C1)C(=O)O)C1=CC=CC=C1)C (2′-(5,5,8,8-Tetramethyl-5,6,7,8-tetrahydro-2-naphthyl)-[1,1′;4′,1″]terphenyl-4″-carboxylic Acid), [OH-].[K+] (potassium hydroxide), Cl.CN(CCCN=C=NCC)C (1-(3-dimethylaminopropyl)-3-ethylcarbodiimide hydrochloride), C[Si](ON)(C)C (O-(trimethylsilyl)hydroxylamine), ON1N=NC2=C1C=CC=C2 (1-hydroxybenzotriazole). Solvent: C(C)O (ethanol), O.ClCCl (water dichloromethane). Product: CC1(C=2C=CC(=CC2C(CC1)(C)C)C1=C(C=CC(=C1)C1=CC=C(C=C1)C(=O)NO)C1=CC=CC=C1)C (2′-(5,5,8,8-Tetramethyl-5,6,7,8-tetrahydro-2-naphthyl)-[1,1′;4′,1″]terphenyl-4″-hydroxamic Acid). As a reaction SMILES: [CH3:1][C:2]1([CH3:35])[CH2:11][CH2:10][C:9]([CH3:13])([CH3:12])[C:8]2[CH:7]=[C:6]([C:14]3[CH:19]=[C:18]([C:20]4[CH:25]=[CH:24][C:23]([C:26](O)=[O:27])=[CH:22][CH:21]=4)[CH:17]=[CH:16][C:15]=3[C:29]3[CH:34]=[CH:33][CH:32]=[CH:31][CH:30]=3)[CH:5]=[CH:4][C:3]1=2.[OH-].[K+].C[Si](C)(C)[O:40][NH2:41].ON1C2C=CC=CC=2N=N1.Cl.CN(C)CCCN=C=NCC>O.ClCCl.C(O)C>[CH3:1][C:2]1([CH3:35])[CH2:11][CH2:10][C:9]([CH3:13])([CH3:12])[C:8]2[CH:7]=[C:6]([C:14]3[CH:19]=[C:18]([C:20]4[CH:25]=[CH:24][C:23]([C:26]([NH:41][OH:40])=[O:27])=[CH:22][CH:21]=4)[CH:17]=[CH:16][C:15]=3[C:29]3[CH:34]=[CH:33][CH:32]=[CH:31][CH:30]=3)[CH:5]=[CH:4][C:3]1=2 |f:1.2,5.6,7.8|. Reported procedure: 2.00 g (4.3 mmol) of the acid obtained in Example 14, 30 ml of ethanol and 290 mg (5.2 mmol) of powdered potassium hydroxide are successively introduced into a three-necked flask under a stream of nitrogen. The reaction medium is stirred for thirty minutes at room temperature and is then evaporated to dryness. The residue is taken up in 80 ml of dichloromethane and 673 mg (4.8 mmol) of O-(trimethylsilyl)hydroxylamine and 645 mg (4.8 mmol) of 1-hydroxybenzotriazole (HOBT) are added. After cooling...